This data is from the Open Reaction Database (ORD), a public repository of structured organic reaction records. The task is: describe an organic reaction: reactants, conditions, products, and yield The reactants are COc1ccc(COc2c3c(c(OC)c4cccnc24)CNC3=O)cc1, CN(C)C=O, FC(F)(F)c1ccc(CBr)cc1, [H-], [Na+]. Product: COc1ccc(COc2c3c(c(OC)c4cccnc24)CN(Cc2ccc(C(F)(F)F)cc2)C3=O)cc1. Reaction SMILES: [CH3:1][O:2][c:3]1[c:4]2[cH:5][cH:6][cH:7][n:8][c:9]2[c:10]([O:17][CH2:18][c:19]2[cH:20][cH:21][c:22]([O:25][CH3:26])[cH:23][cH:24]2)[c:11]2[c:12]1[CH2:13][NH:14][C:15]2=[O:16].[CH3:41][N:42]([CH3:43])[CH:44]=[O:45].[F:29][C:30]([c:31]1[cH:32][cH:33][c:34]([CH2:35][Br:36])[cH:37][cH:38]1)([F:39])[F:40].[H-:27].[Na+:28]>>[CH3:1][O:2][c:3]1[c:4]2[cH:5][cH:6][cH:7][n:8][c:9]2[c:10]([O:17][CH2:18][c:19]2[cH:20][cH:21][c:22]([O:25][CH3:26])[cH:23][cH:24]2)[c:11]2[c:12]1[CH2:13][N:14]([CH2:35][c:34]1[cH:33][cH:32][c:31]([C:30]([F:29])([F:39])[F:40])[cH:38][cH:37]1)[C:15]2=[O:16]. Starting materials: O=C(CCCCCCCC(=O)OCC)C (ethyl 9-oxodecanoate), C(CO)O (ethylene glycol), C1(=CC=C(C=C1)S(=O)(=O)O)C (p-toluenesulfonic acid). Run in C1=CC=CC=C1 (benzene). Product: C1COC(CCCCCCCC(C)=O)(OCC)O1 (Ethyl 9-oxodecanoate ethylene ketal). Isolated yield 83.5%. As a reaction SMILES: [O:1]=[C:2]([CH3:15])[CH2:3][CH2:4][CH2:5][CH2:6][CH2:7][CH2:8][CH2:9][C:10]([O:12][CH2:13][CH3:14])=O.[CH2:16]([OH:19])[CH2:17][OH:18].C1(C)C=CC(S(O)(=O)=O)=CC=1>C1C=CC=CC=1>[CH2:16]1[O:19][C:10]([O:12][CH2:13][CH3:14])([CH2:9][CH2:8][CH2:7][CH2:6][CH2:5][CH2:4][CH2:3][C:2](=[O:1])[CH3:15])[O:18][CH2:17]1. Reported procedure: A solution containing 77.5 g (362 mmol) of ethyl 9-oxodecanoate (prepared described in J. Amer. Chem. Soc., 68: 832 [1946]), 22.4 g (362 mmol) of ethylene glycol and 438 mg of p-toluenesulfonic acid in 150 ml of dry benzene was refluxed for 4.5 hr with a Dean Stark trap. A 7.0 ml portion of water (theoretical=6.5 g) collected in the trap. The solution was cooled to room temperature and then was washed with saturated aqueous sodium bicarbonate. The aqueous phase was back-extracted twice with ethe... Starting materials: ClC=1C=C(C=CC1)N1N=C(C=C1C1=CC(=CC=C1)SC(F)(F)F)C(=O)OCC (ethyl 1-(3-chlorophenyl)-5-{3-[(trifluoromethyl)thio]phenyl}-1H-pyrazole-3-carboxylate), [OH-].[K+] (potassium hydroxide). The product is ClC=1C=C(C=CC1)N1N=C(C=C1C1=CC(=CC=C1)SC(F)(F)F)C(=O)O (1-(3-Chlorophenyl)-5-{3-[(trifluoromethyl)thio]phenyl}-1H-pyrazole-3-carboxylic acid). Yield: 87.0%. RXN SMILES: [Cl:1][C:2]1[CH:3]=[C:4]([N:8]2[C:12]([C:13]3[CH:18]=[CH:17][CH:16]=[C:15]([S:19][C:20]([F:23])([F:22])[F:21])[CH:14]=3)=[CH:11][C:10]([C:24]([O:26]CC)=[O:25])=[N:9]2)[CH:5]=[CH:6][CH:7]=1.[OH-].[K+]>>[Cl:1][C:2]1[CH:3]=[C:4]([N:8]2[C:12]([C:13]3[CH:18]=[CH:17][CH:16]=[C:15]([S:19][C:20]([F:22])([F:23])[F:21])[CH:14]=3)=[CH:11][C:10]([C:24]([OH:26])=[O:25])=[N:9]2)[CH:5]=[CH:6][CH:7]=1 |f:1.2|. Reported procedure: Starting from 850 mg (1.99 mmol) of ethyl 1-(3-chlorophenyl)-5-{3-[(trifluoromethyl)thio]phenyl}-1H-pyrazole-3-carboxylate from example 5A and 1.12 g (19.9 mmol) of potassium hydroxide, 691.5 mg (1.7 mmol, 87% yield of theory) are obtained as crystals according to the method described in example 7A. Starting materials: CCOC(=O)CP(=O)(OCC)OCC, Cc1oc(-c2ccco2)nc1C=Cc1ccc(C=O)cc1. The product is CCOC(=O)C=Cc1ccc(C=Cc2nc(-c3ccco3)oc2C)cc1. As a reaction SMILES: [CH3:22][CH2:23][O:24][C:25](=[O:26])[CH2:27][P:28]([O:29][CH2:30][CH3:31])([O:32][CH2:33][CH3:34])=[O:35].[o:1]1[c:2](-[c:6]2[o:7][c:8]([CH3:21])[c:9]([CH:11]=[CH:12][c:13]3[cH:14][cH:15][c:16]([CH:17]=[O:18])[cH:19][cH:20]3)[n:10]2)[cH:3][cH:4][cH:5]1>>[o:1]1[c:2](-[c:6]2[o:7][c:8]([CH3:21])[c:9]([CH:11]=[CH:12][c:13]3[cH:14][cH:15][c:16]([CH:17]=[CH:27][C:25]([O:24][CH2:23][CH3:22])=[O:26])[cH:19][cH:20]3)[n:10]2)[cH:3][cH:4][cH:5]1. Reactants: 14.4, BrCCCNC(C1=C(C=CC=C1)[N+](=O)[O-])=O (N-(3-bromopropyl)-2-nitrobenzamide), Cl.FC1=CC=C(C=C1)C(=O)C1CCNCC1 ((4-fluorophenyl) (4-piperidinyl)methanone hydrochloride), C([O-])([O-])=O.[Na+].[Na+] (sodium carbonate), CC(CC(C)=O)C (4-methyl-2-pentanone). Run in O (water), O (water). The product is 18, FC1=CC=C(C(=O)C2CCN(CC2)CCCNC(C2=C(C=CC=C2)[N+](=O)[O-])=O)C=C1 (N-[3-[4-(4-fluorobenzoyl)-1-piperidinyl]propyl]-2-nitrobenzamide). The yield is 87.0%. RXN SMILES: Br[CH2:2][CH2:3][CH2:4][NH:5][C:6](=[O:16])[C:7]1[CH:12]=[CH:11][CH:10]=[CH:9][C:8]=1[N+:13]([O-:15])=[O:14].Cl.[F:18][C:19]1[CH:24]=[CH:23][C:22]([C:25]([CH:27]2[CH2:32][CH2:31][NH:30][CH2:29][CH2:28]2)=[O:26])=[CH:21][CH:20]=1.C(=O)([O-])[O-].[Na+].[Na+].CC(C)CC(=O)C>O>[F:18][C:19]1[CH:20]=[CH:21][C:22]([C:25]([CH:27]2[CH2:32][CH2:31][N:30]([CH2:2][CH2:3][CH2:4][NH:5][C:6](=[O:16])[C:7]3[CH:12]=[CH:11][CH:10]=[CH:9][C:8]=3[N+:13]([O-:15])=[O:14])[CH2:29][CH2:28]2)=[O:26])=[CH:23][CH:24]=1 |f:1.2,3.4.5|. Procedure details: A mixture of 14.4 parts of N-(3-bromopropyl)-2-nitrobenzamide, 12.2 parts of (4-fluorophenyl) (4-piperidinyl)methanone hydrochloride, 16 parts of sodium carbonate and 200 parts of 4-methyl-2-pentanone is stirred and refluxed for 3 hours using a water-separator. The reaction mixture is cooled, water is added and the layers are separated. The organic phase is dried, filtered and evaporated. The oily residue is purified by column-chromatography over silica gel using a mixture of trichloromethane an...